This data is from the Open Reaction Database (ORD), a public repository of structured organic reaction records. The task is: describe an organic reaction: reactants, conditions, products, and yield Reactants: CN(C)CCCNc1nnc(NCCCN(C)C)c2cc3ccccc3cc12, CC(=O)OC(C)=O, c1ccncc1. The product is CC(=O)N(CCCN(C)C)c1nnc(NCCCN(C)C)c2cc3ccccc3cc12. As a reaction SMILES: [CH3:1][N:2]([CH2:3][CH2:4][CH2:5][NH:6][c:7]1[n:8][n:9][c:10]([NH:21][CH2:22][CH2:23][CH2:24][N:25]([CH3:26])[CH3:27])[c:11]2[cH:12][c:13]3[cH:14][cH:15][cH:16][cH:17][c:18]3[cH:19][c:20]12)[CH3:28].[CH3:29][C:30](=[O:31])[O:32][C:33](=[O:34])[CH3:35].[cH:36]1[cH:37][cH:38][n:39][cH:40][cH:41]1>>[CH3:1][N:2]([CH2:3][CH2:4][CH2:5][N:6]([c:7]1[n:8][n:9][c:10]([NH:21][CH2:22][CH2:23][CH2:24][N:25]([CH3:26])[CH3:27])[c:11]2[cH:12][c:13]3[cH:14][cH:15][cH:16][cH:17][c:18]3[cH:19][c:20]12)[C:30]([CH3:29])=[O:31])[CH3:28].